From a dataset of the Open Reaction Database (ORD), a public repository of structured organic reaction records. describe an organic reaction: reactants, conditions, products, and yield Starting materials: CS(C)=O, CO, ClCc1cc(Cl)c(-c2nc3c([nH]2)-c2ccncc2Nc2ncccc2-3)c(Cl)c1, N#C[Na]. Yields the product N#CCc1cc(Cl)c(-c2nc3c([nH]2)-c2ccncc2Nc2ncccc2-3)c(Cl)c1. As a reaction SMILES: [CH3:32][S:33](=[O:34])[CH3:35].[CH3:36][OH:37].[Cl:1][c:2]1[c:3](-[c:11]2[nH:12][c:13]3[c:14]([n:28]2)-[c:15]2[c:16]([n:24][cH:25][cH:26][cH:27]2)[NH:17][c:18]2[c:19]-3[cH:20][cH:21][n:22][cH:23]2)[c:4]([Cl:10])[cH:5][c:6]([CH2:8][Cl:9])[cH:7]1.[Na:29][C:30]#[N:31]>>[Cl:1][c:2]1[c:3](-[c:11]2[nH:12][c:13]3[c:14]([n:28]2)-[c:15]2[c:16]([n:24][cH:25][cH:26][cH:27]2)[NH:17][c:18]2[c:19]-3[cH:20][cH:21][n:22][cH:23]2)[c:4]([Cl:10])[cH:5][c:6]([CH2:8][C:30]#[N:31])[cH:7]1. Starting materials: ClC(Cl)(Cl)Cl, C[Si](Cl)(Cl)C[Si](Cl)(Cl)Cl, CC(C)(C#N)N=NC(C)(C)C#N. Yields the product ClC[Si](Cl)(Cl)C[Si](Cl)(Cl)Cl. Reaction SMILES: [C:10]([Cl:11])([Cl:12])([Cl:13])[Cl:14].[Cl:1][Si:2]([CH2:3][Si:4]([CH3:5])([Cl:6])[Cl:7])([Cl:8])[Cl:9].[N:15]#[C:16][C:17]([N:18]=[N:19][C:20]([C:21]#[N:22])([CH3:23])[CH3:24])([CH3:25])[CH3:26]>>[Cl:1][Si:2]([CH2:3][Si:4]([CH2:5][Cl:11])([Cl:6])[Cl:7])([Cl:8])[Cl:9].